Dataset: the Open Reaction Database (ORD), a public repository of structured organic reaction records. Task: describe an organic reaction: reactants, conditions, products, and yield Procedure: The desired compound was prepared according to Method F from [(S)-5-(6-Chloro-9H-beta-carbolin-8-ylcarbamoyl)-2,2-dimethyl-morpholin-4-yl]-acetic acid and 4-(aminomethyl)pyridine. The product was isolated as hydrochloride salt in 53% yield. Starting materials: ClC=1C=C2C=3C=CN=CC3NC2=C(C1)NC(=O)[C@@H]1COC(CN1CC(=O)O)(C)C ([(S)-5-(6-Chloro-9H-beta-carbolin-8-ylcarbamoyl)-2,2-dimethyl-morpholin-4-yl]-acetic acid), NCC1=CC=NC=C1 (4-(aminomethyl)pyridine). The yield is 53.0%. Reaction SMILES: [Cl:1][C:2]1[CH:3]=[C:4]2[C:12](=[C:13]([NH:15][C:16]([C@H:18]3[N:23]([CH2:24][C:25]([OH:27])=O)[CH2:22][C:21]([CH3:29])([CH3:28])[O:20][CH2:19]3)=[O:17])[CH:14]=1)[NH:11][C:10]1[CH:9]=[N:8][CH:7]=[CH:6][C:5]2=1.[NH2:30][CH2:31][C:32]1[CH:37]=[CH:36][N:35]=[CH:34][CH:33]=1>>[Cl:1][C:2]1[CH:3]=[C:4]2[C:12](=[C:13]([NH:15][C:16]([C@@H:18]3[CH2:19][O:20][C:21]([CH3:28])([CH3:29])[CH2:22][N:23]3[CH2:24][C:25](=[O:27])[NH:30][CH2:31][C:32]3[CH:37]=[CH:36][N:35]=[CH:34][CH:33]=3)=[O:17])[CH:14]=1)[NH:11][C:10]1[CH:9]=[N:8][CH:7]=[CH:6][C:5]2=1. Yields the product ClC=1C=C2C=3C=CN=CC3NC2=C(C1)NC(=O)[C@H]1N(CC(OC1)(C)C)CC(NCC1=CC=NC=C1)=O ((S)-6,6-Dimethyl-4-{[(pyridin-4-ylmethyl)-carbamoyl]-methyl}-morpholine-3-carboxylic acid (6-chloro-9H-beta-carbolin-8-yl)-amide), hydrochloride salt. Starting materials: COC=1C(=C(CC=2C=CC(=C(C(=O)N3CCCCC3)C2)OCC2=CC=CC=C2)C(=C(C1OC)OC)OC)C (N-[5-(3,4,5,6-Tetramethoxy-2-methylbenzyl)-2-benzyloxybenzoyl]piperidine), [H][H] (hydrogen). Reagents/catalysts: [Pd] (Pd—C). Solvent: C(C)O (ethanol), C(C)O (ethanol). Product: COC=1C(=C(CC=2C=CC(=C(C(=O)N3CCCCC3)C2)O)C(=C(C1OC)OC)OC)C (N-[5-(3,4,5,6-Tetramethoxy-2-methylbenzyl)-2-hydroxybenzoyl]piperidine). Isolated yield 93.3%. RXN SMILES: [CH3:1][O:2][C:3]1[C:4]([CH3:38])=[C:5]([C:29]([O:36][CH3:37])=[C:30]([O:34][CH3:35])[C:31]=1[O:32][CH3:33])[CH2:6][C:7]1[CH:8]=[CH:9][C:10]([O:21]CC2C=CC=CC=2)=[C:11]([CH:20]=1)[C:12]([N:14]1[CH2:19][CH2:18][CH2:17][CH2:16][CH2:15]1)=[O:13].[H][H]>C(O)C.[Pd]>[CH3:1][O:2][C:3]1[C:4]([CH3:38])=[C:5]([C:29]([O:36][CH3:37])=[C:30]([O:34][CH3:35])[C:31]=1[O:32][CH3:33])[CH2:6][C:7]1[CH:8]=[CH:9][C:10]([OH:21])=[C:11]([CH:20]=1)[C:12]([N:14]1[CH2:15][CH2:16][CH2:17][CH2:18][CH2:19]1)=[O:13]. Reported procedure: N-[5-(3,4,5,6-Tetramethoxy-2-methylbenzyl)-2-benzyloxybenzoyl]piperidine (1.02 g, 2.09 mmol) was dissolved in ethanol (50 ml) and the resulting solution was added to an ethanol suspension (5 ml) of 5% Pd—C (0.200 g) and stirred at room temperature for 16 hours in a hydrogen stream. The reaction solution was filtered, the filtrate was concentrated and the obtained residue was recrystallized from ether to obtain the titled compound (0.760 g, 1.95 mmol, 93%). Starting materials: [H-].[Na+] (sodium hydride), ClC1=CC=C(C=C1)CCO (2-(4-chlorophenyl)ethyl alcohol), ClC1=CC=NC2=C(C=CC=C12)F (4-chloro-8-fluoroquinoline), ice water. Solvent: CN(C)C=O (DMF), CN(C)C=O (DMF). Conditions: time 1 hour. Yields the product ClC1=CC=C(C=C1)CCOC1=CC=NC2=C(C=CC=C12)F (4-[2-(4-Chlorophenyl)ethoxy]-8-fluoroquinoline). Isolated yield 11.2%. Reaction SMILES: [H-].[Na+].[Cl:3][C:4]1[CH:9]=[CH:8][C:7]([CH2:10][CH2:11][OH:12])=[CH:6][CH:5]=1.Cl[C:14]1[C:23]2[C:18](=[C:19]([F:24])[CH:20]=[CH:21][CH:22]=2)[N:17]=[CH:16][CH:15]=1>CN(C=O)C>[Cl:3][C:4]1[CH:9]=[CH:8][C:7]([CH2:10][CH2:11][O:12][C:14]2[C:23]3[C:18](=[C:19]([F:24])[CH:20]=[CH:21][CH:22]=3)[N:17]=[CH:16][CH:15]=2)=[CH:6][CH:5]=1 |f:0.1|. Reported procedure: To 1.2 g of sodium hydride in 50 mL of DMF was added 3.9 g of 2-(4-chlorophenyl)ethyl alcohol. The mixture was stirred at room temperature for one hour, then 4.5 g of 4-chloro-8-fluoroquinoline in 10 mL of DMF was added, the the mixture was heated to reflux for two hours. Then the mixture was allowed to cool to room temperature while it was stirred for four hours, after which it was poured into an ice/water mixture. The mixture was filtered, and the filter cake was washed with H2O. Recrystalliza... The reactants are C1CCOC1, COC(=O)c1nn(-c2cccc3cccnc23)cc(OC)c1=O, CO, Cl, [Na+], [OH-]. Product: COc1cn(-c2cccc3cccnc23)nc(C(=O)O)c1=O. Reaction SMILES: [CH2:26]1[O:27][CH2:28][CH2:29][CH2:30]1.[CH3:1][O:2][c:3]1[c:4](=[O:23])[c:5]([C:19](=[O:20])[O:21][CH3:22])[n:6][n:7](-[c:9]2[cH:10][cH:11][cH:12][c:13]3[cH:14][cH:15][cH:16][n:17][c:18]23)[cH:8]1.[CH3:32][OH:33].[ClH:31].[Na+:25].[OH-:24]>>[CH3:1][O:2][c:3]1[c:4](=[O:23])[c:5]([C:19](=[O:20])[OH:21])[n:6][n:7](-[c:9]2[cH:10][cH:11][cH:12][c:13]3[cH:14][cH:15][cH:16][n:17][c:18]23)[cH:8]1. Reactants: BrC1=NC(=CC(=C1)N1C2=CC=CC=C2C2=CC=3C(C=4C=CC=CC4C3C=C21)(C)C)Br (6-(2,6-dibromopyridin-4-yl)-12,12-dimethyl-6,12-dihydro-6-azaindeno[1,2-b]fluorene), C1(=CC=CC=C1)B(O)O (phenylboronic acid), C(=O)([O-])[O-].[Na+].[Na+] (Na2CO3). The reagents and catalysts are C=1C=CC(=CC1)[P](C=2C=CC=CC2)(C=3C=CC=CC3)[Pd]([P](C=4C=CC=CC4)(C=5C=CC=CC5)C=6C=CC=CC6)([P](C=7C=CC=CC7)(C=8C=CC=CC8)C=9C=CC=CC9)[P](C=1C=CC=CC1)(C=1C=CC=CC1)C=1C=CC=CC1 (Pd(PPh3)4). The solvent is COCCOC (ethylene glycol dimethyl ether). Product: C1(=CC=CC=C1)C1=NC(=CC(=C1)N1C2=CC=CC=C2C2=CC=3C(C=4C=CC=CC4C3C=C21)(C)C)C2=CC=CC=C2 (6-(2,6-Diphenylpyridin-4-yl)-12,12-dimethyl-6,12-dihydro-6-azaindeno[1,2-b]fluorene). As a reaction SMILES: Br[C:2]1[CH:7]=[C:6]([N:8]2[C:27]3[C:15](=[CH:16][C:17]4[C:18]([CH3:29])([CH3:28])[C:19]5[CH:20]=[CH:21][CH:22]=[CH:23][C:24]=5[C:25]=4[CH:26]=3)[C:14]3[C:9]2=[CH:10][CH:11]=[CH:12][CH:13]=3)[CH:5]=[C:4](Br)[N:3]=1.[C:31]1(B(O)O)[CH:36]=[CH:35][CH:34]=[CH:33][CH:32]=1.C([O-])([O-])=O.[Na+].[Na+]>COCCOC.C1C=CC([P]([Pd]([P](C2C=CC=CC=2)(C2C=CC=CC=2)C2C=CC=CC=2)([P](C2C=CC=CC=2)(C2C=CC=CC=2)C2C=CC=CC=2)[P](C2C=CC=CC=2)(C2C=CC=CC=2)C2C=CC=CC=2)(C2C=CC=CC=2)C2C=CC=CC=2)=CC=1>[C:31]1([C:2]2[CH:7]=[C:6]([N:8]3[C:27]4[C:15](=[CH:16][C:17]5[C:18]([CH3:29])([CH3:28])[C:19]6[CH:20]=[CH:21][CH:22]=[CH:23][C:24]=6[C:25]=5[CH:26]=4)[C:14]4[C:9]3=[CH:10][CH:11]=[CH:12][CH:13]=4)[CH:5]=[C:4]([C:9]3[CH:14]=[CH:13][CH:12]=[CH:11][CH:10]=3)[N:3]=2)[CH:36]=[CH:35][CH:34]=[CH:33][CH:32]=1 |f:2.3.4,^1:55,57,76,95|. Reported procedure: 25 g (48 mmol) of 6-(2,6-dibromopyridin-4-yl)-12,12-dimethyl-6,12-dihydro-6-azaindeno[1,2-b]fluorene and 12.9 g of phenylboronic acid (106 mmol) are suspended in 300 ml of ethylene glycol dimethyl ether. 75 ml of a 2 M Na2CO3 solution are added to the reaction mixture. 2.8 g (2.4 mmol) of Pd(PPh3)4 are added to this suspension. The reaction mixture is heated under reflux for 12 h. After cooling, the solid which has precipitated out is filtered off with suction, washed with water and ethanol and ... Reactants: N(=NC(=O)OCC)C(=O)OCC (diethyl azodicarboxylate), C(C1=CC=CC=C1)N1C[C@@H]2[C@](C1)(C1=C2C=CC=C1)CO (cis-2-Benzyl-3a-hydroxymethyl-2,3,3a,7b-tetrahydro-1H-benzo[3,4]cyclobuta[1,2-c]pyrrole), C1OC=2C=C(C=CC2O1)O (3,4-methylenedioxyphenol), C1(=CC=CC=C1)P(C1=CC=CC=C1)C1=CC=CC=C1 (triphenylphosphine). The solvent is O1CCCC1 (tetrahydrofuran). Reaction conditions: temperature 0 celsius, time 4 day. Yields the product C(C1=CC=CC=C1)N1C[C@@H]2[C@](C1)(C1=C2C=CC=C1)COC1=CC2=C(C=C1)OCO2 (cis-2-Benzyl-3a-[(3,4-methylenedioxyphenoxy)methyl]-2,3,3a,7b-tetrahydro-1H-benzo[3,4]cyclobuta[1,2-c]pyrrole). RXN SMILES: [CH2:1]([N:8]1[CH2:12][C@:11]2([CH2:19][OH:20])[C:13]3[CH:18]=[CH:17][CH:16]=[CH:15][C:14]=3[C@@H:10]2[CH2:9]1)[C:2]1[CH:7]=[CH:6][CH:5]=[CH:4][CH:3]=1.[CH2:21]1[O:29][C:28]2[CH:27]=[CH:26][C:25](O)=[CH:24][C:23]=2[O:22]1.C1(P(C2C=CC=CC=2)C2C=CC=CC=2)C=CC=CC=1.N(C(OCC)=O)=NC(OCC)=O>O1CCCC1>[CH2:1]([N:8]1[CH2:12][C@:11]2([CH2:19][O:20][C:26]3[CH:25]=[CH:24][C:23]4[O:22][CH2:21][O:29][C:28]=4[CH:27]=3)[C:13]3[CH:18]=[CH:17][CH:16]=[CH:15][C:14]=3[C@@H:10]2[CH2:9]1)[C:2]1[CH:3]=[CH:4][CH:5]=[CH:6][CH:7]=1. Procedure details: In a three-necked flask, 3.5 g of the compound obtained in Step D, 2 g of 3,4-methylenedioxyphenol and 3.8 g of triphenylphosphine are mixed in 40 ml of tetrahydrofuran. The mixture is cooled to 0° C. and 2.4 ml of diethyl azodicarboxylate are added dropwise over a period of 20 minutes. After reacting for 4 days at ambient temperature, the reaction mixture is concentrated under reduced pressure. Chromatography on silica gel (CH2Cl2 /AcOEt: 95/5) allows 4.4 g of expected product to be isolated.